Dataset: the Open Reaction Database (ORD), a public repository of structured organic reaction records. Task: describe an organic reaction: reactants, conditions, products, and yield Starting materials: OC1=CC=C2CCC(NC2=C1)=O (7-(hydroxyl)-3,4-dihydroquinolin-2(1H)-one), C([O-])([O-])=O.[K+].[K+] (potassium carbonate), BrCCCCBr (1,4-dibromobutane). Solvent: CN(C=O)C (N,N-dimethylformamide). Run at temperature 60 celsius. Product: N1C(C=CC2=CC=CC=C12)=O (quinolinone). As a reaction SMILES: C(=O)([O-])[O-].[K+].[K+].O[C:8]1[CH:17]=[C:16]2[C:11]([CH2:12][CH2:13][C:14](=[O:18])[NH:15]2)=[CH:10][CH:9]=1.BrCCCCBr>CN(C)C=O>[NH:15]1[C:16]2[C:11](=[CH:10][CH:9]=[CH:8][CH:17]=2)[CH:12]=[CH:13][C:14]1=[O:18] |f:0.1.2|. Procedure: To a stirred suspension of anhydrous potassium carbonate (K2CO3) (10.50 g, 0.075 mol) in 100 mL of anhydrous N,N-dimethylformamide (DMF) was added 7-hydroxyquinolinone 1 (10.00 g, 0.06 mol) followed by 1,4-dibromobutane 2 (25.91 g, 0.12 mol). The resulting mixture was heated at 60° C. for 12 h. The progress of the reaction was monitored by thin layer chromatography (TLC) technique. After cooling to room temperature, the reaction mixture was filtered through a sintered funnel and the precipitate ... Reactants: COC(C)=O, CC(=O)OC(C)=O, CO, CC=O, [Na+], [OH-], O, O=Cc1cnc2ccccc2c1. Yields the product O=CC=Cc1cnc2ccccc2c1. Reaction SMILES: [C:25]([O:26][CH3:27])(=[O:28])[CH3:29].[CH3:18][C:19]([O:20][C:21](=[O:22])[CH3:23])=[O:24].[CH3:30][OH:31].[CH:13]([CH3:14])=[O:15].[Na+:17].[OH-:16].[OH2:32].[n:1]1[cH:2][c:3]([CH:11]=[O:12])[cH:4][c:5]2[cH:6][cH:7][cH:8][cH:9][c:10]12>>[n:1]1[cH:2][c:3]([CH:11]=[CH:14][CH:13]=[O:15])[cH:4][c:5]2[cH:6][cH:7][cH:8][cH:9][c:10]12.